Dataset: the Open Reaction Database (ORD), a public repository of structured organic reaction records. Task: describe an organic reaction: reactants, conditions, products, and yield The reactants are NC=1NCCCN1 (2-amino-1,4,5,6-tetrahydropyrimidine), BrC1=CC2=C(N=C(S2)N[C@@H](CNC(C2=CC=C(C=C2)CCC(=O)OC)=O)C(=O)OC(C)(C)C)C=C1 ((1,1-dimethyl ethyl) N-(6-bromo-2-benzothiazolyl)-3-[[4-(3-methoxy-3-oxo-propyl)benzoyl]amino]-L-alaninate). Run in C1CCOC1 (THF). Run at time 3 hour. Product: BrC1=CC2=C(N=C(S2)N[C@@H](CNC(C2=CC=C(C=C2)CCC(NC=2NCCCN2)=O)=O)C(=O)OC(C)(C)C)C=C1 ((1,1-dimethyl ethyl) N-(6-bromo-2-benzothiazolyl)-3-[[4-[3-oxo-3-[(1,4,5,6-tetrahydro-2-pyrimidinyl)amino]propyl]benzoyl]amino]-L-alaninate). The yield is 34.5%. As a reaction SMILES: [NH2:1][C:2]1[NH:3][CH2:4][CH2:5][CH2:6][N:7]=1.[Br:8][C:9]1[CH:42]=[CH:41][C:12]2[N:13]=[C:14]([NH:16][C@H:17]([C:34]([O:36][C:37]([CH3:40])([CH3:39])[CH3:38])=[O:35])[CH2:18][NH:19][C:20](=[O:33])[C:21]3[CH:26]=[CH:25][C:24]([CH2:27][CH2:28][C:29](OC)=[O:30])=[CH:23][CH:22]=3)[S:15][C:11]=2[CH:10]=1>C1COCC1>[Br:8][C:9]1[CH:42]=[CH:41][C:12]2[N:13]=[C:14]([NH:16][C@H:17]([C:34]([O:36][C:37]([CH3:38])([CH3:39])[CH3:40])=[O:35])[CH2:18][NH:19][C:20](=[O:33])[C:21]3[CH:22]=[CH:23][C:24]([CH2:27][CH2:28][C:29](=[O:30])[NH:1][C:2]4[NH:7][CH2:6][CH2:5][CH2:4][N:3]=4)=[CH:25][CH:26]=3)[S:15][C:11]=2[CH:10]=1. Procedure details: 66 mg of 2-amino-1,4,5,6-tetrahydropyrimidine is added to a solution of 70 mg of 11-2 in 2 ml of THF, and agitation is carried out at ambient temperature for 3 hours. The reaction medium is then chromatographed eluting with a CH2Cl2/AcOEt mixture 80/20 then with MeOH/CH2Cl2 10/90. 27 mg of expected product 11-3 is obtained. Reactants: O=C([O-])[O-], CN(C)C=O, NC(=O)CI, [K+], [K+], O=[N+]([O-])c1ccc(O)cc1. Yields the product NC(=O)COc1ccc([N+](=O)[O-])cc1. Reaction SMILES: [C:16](=[O:17])([O-:18])[O-:19].[CH3:22][N:23]([CH3:24])[CH:25]=[O:26].[I:11][CH2:12][C:13](=[O:14])[NH2:15].[K+:20].[K+:21].[OH:1][c:2]1[cH:3][cH:4][c:5]([N+:8]([O-:9])=[O:10])[cH:6][cH:7]1>>[O:1]([c:2]1[cH:3][cH:4][c:5]([N+:8]([O-:9])=[O:10])[cH:6][cH:7]1)[CH2:12][C:13](=[O:14])[NH2:15].